From a dataset of the Open Reaction Database (ORD), a public repository of structured organic reaction records. describe an organic reaction: reactants, conditions, products, and yield Reactants: Fc1ccc(CBr)cc1, c1ccc(C2OCCO2)nc1. Yields the product [Br-], Fc1ccc(C[n+]2ccccc2C2OCCO2)cc1. Reaction SMILES: [F:12][c:13]1[cH:14][cH:15][c:16]([CH2:17][Br:18])[cH:19][cH:20]1.[O:1]1[CH:2]([c:6]2[n:7][cH:8][cH:9][cH:10][cH:11]2)[O:3][CH2:4][CH2:5]1>>[Br-:18].[O:1]1[CH:2]([c:6]2[n+:7]([CH2:17][c:16]3[cH:15][cH:14][c:13]([F:12])[cH:20][cH:19]3)[cH:8][cH:9][cH:10][cH:11]2)[O:3][CH2:4][CH2:5]1. Starting materials: C(C)(=O)C1=C(C(=C(OCCCCCC(=O)O)C=C1)CCC)O (6-(4-Acetyl-3-hydroxy-2-propylphenoxy)hexanoic acid), N1=CN=CC(=C1)CCCCN (5-pyrimidine butanamine). Product: C(C)(=O)C1=C(C(=C(OCCCCCC(=O)NCCCCC=2C=NC=NC2)C=C1)CCC)O (6-(4-acetyl-3-hydroxy-2-propylphenoxy)-N-[4-(5-pyrimidinyl)-butyl]hexanamide). RXN SMILES: [C:1]([C:4]1[CH:18]=[CH:17][C:7]([O:8][CH2:9][CH2:10][CH2:11][CH2:12][CH2:13][C:14]([OH:16])=O)=[C:6]([CH2:19][CH2:20][CH3:21])[C:5]=1[OH:22])(=[O:3])[CH3:2].[N:23]1[CH:28]=[C:27]([CH2:29][CH2:30][CH2:31][CH2:32][NH2:33])[CH:26]=[N:25][CH:24]=1>>[C:1]([C:4]1[CH:18]=[CH:17][C:7]([O:8][CH2:9][CH2:10][CH2:11][CH2:12][CH2:13][C:14]([NH:33][CH2:32][CH2:31][CH2:30][CH2:29][C:27]2[CH:26]=[N:25][CH:24]=[N:23][CH:28]=2)=[O:16])=[C:6]([CH2:19][CH2:20][CH3:21])[C:5]=1[OH:22])(=[O:3])[CH3:2]. Reported procedure: 6-(4-Acetyl-3-hydroxy-2-propylphenoxy)hexanoic acid was allowed to react with 5-pyrimidine butanamine according to procedure A and the product was purified by crystallization from carbon tetrachloride to give 6-(4-acetyl-3-hydroxy-2-propylphenoxy)-N-[4-(5-pyrimidinyl)-butyl]hexanamide, the title compound mp 87°-89°, in 73% yield. Reactants: N#Cc1c(O)c2c(-c3ccc(OCC(=O)O)cc3)c(Cl)sc2[nH]c1=O, NCCCO, On1nnc2ccccc21. Product: N#Cc1c(O)c2c(-c3ccc(OCC(=O)NCCCO)cc3)c(Cl)sc2[nH]c1=O. As a reaction SMILES: [Cl:1][c:2]1[c:3](-[c:15]2[cH:16][cH:17][c:18]([O:19][CH2:20][C:21](=[O:22])[OH:23])[cH:24][cH:25]2)[c:4]2[c:5]([nH:6][c:7](=[O:13])[c:8]([C:11]#[N:12])[c:9]2[OH:10])[s:14]1.[NH2:36][CH2:37][CH2:38][CH2:39][OH:40].[OH:26][n:27]1[c:28]2[c:29]([cH:30][cH:31][cH:32][cH:33]2)[n:34][n:35]1>>[Cl:1][c:2]1[c:3](-[c:15]2[cH:16][cH:17][c:18]([O:19][CH2:20][C:21](=[O:23])[NH:36][CH2:37][CH2:38][CH2:39][OH:40])[cH:24][cH:25]2)[c:4]2[c:5]([nH:6][c:7](=[O:13])[c:8]([C:11]#[N:12])[c:9]2[OH:10])[s:14]1. Starting materials: C1(CCCCC1)N(C1=CC(=NC=N1)C(=O)O)C (6-[cyclohexyl(methyl)amino]pyrimidine-4-carboxylic acid), NC1=CC=C(C=C1)S(=O)(=O)NCC(CO)O (4-amino-N-(2,3-dihydroxypropyl)benzenesulfonamide), C1(CCCCC1)N(C1=CC(=NC=N1)C(=O)O)C (6-[cyclohexyl(methyl)amino]pyrimidine-4-carboxylic acid), NC1=CC=C(C=C1)S(=O)(=O)NCC(CO)O (4-amino-N-(2,3-dihydroxypropyl)benzenesulfonamide). Solvent: C(Cl)Cl (DCM). The product is C1(CCCCC1)N(C1=CC(=NC=N1)C(=O)NC1=CC=C(C=C1)S(=O)(=O)NCC(CO)O)C (6-[cyclohexyl(methyl)amino]-N-(4-{[(2,3-dihydroxypropyl)amino]sulfonyl}phenyl)pyrimidine-4-carboxamide). As a reaction SMILES: [CH:1]1([N:7]([CH3:17])[C:8]2[N:13]=[CH:12][N:11]=[C:10]([C:14]([OH:16])=O)[CH:9]=2)[CH2:6][CH2:5][CH2:4][CH2:3][CH2:2]1.[NH2:18][C:19]1[CH:24]=[CH:23][C:22]([S:25]([NH:28][CH2:29][CH:30]([OH:33])[CH2:31][OH:32])(=[O:27])=[O:26])=[CH:21][CH:20]=1>C(Cl)Cl>[CH:1]1([N:7]([CH3:17])[C:8]2[N:13]=[CH:12][N:11]=[C:10]([C:14]([NH:18][C:19]3[CH:24]=[CH:23][C:22]([S:25]([NH:28][CH2:29][CH:30]([OH:33])[CH2:31][OH:32])(=[O:27])=[O:26])=[CH:21][CH:20]=3)=[O:16])[CH:9]=2)[CH2:2][CH2:3][CH2:4][CH2:5][CH2:6]1. Procedure details: Following the general method as outlined in Example 1, starting from 6-[cyclohexyl(methyl)amino]pyrimidine-4-carboxylic acid (Intermediate 10) and 4-amino-N-(2,3-dihydroxypropyl)benzenesulfonamide (Intermediate 14), the title compound was obtained as a white solid after trituration in DCM. Reactants: CN(C)c1cc(NC(=O)C2CCCN2C(=O)OCc2ccccc2)c(O)c2c1CC1CC3C(N(C)C)C(O)=C(C(N)=O)C(=O)C3(O)C(O)=C1C2=O, CO. Product: CN(C)c1cc(NC(=O)C2CCCN2)c(O)c2c1CC1CC3C(N(C)C)C(O)=C(C(N)=O)C(=O)C3(O)C(O)=C1C2=O. RXN SMILES: [C:1]([NH2:2])(=[O:3])[C:4]1=[C:5]([OH:51])[CH:6]([N:48]([CH3:49])[CH3:50])[CH:7]2[CH2:8][CH:9]3[CH2:10][c:11]4[c:12]([N:45]([CH3:46])[CH3:47])[cH:13][c:14]([NH:27][C:28](=[O:29])[CH:30]5[N:31]([C:35]([O:36][CH2:37][c:38]6[cH:39][cH:40][cH:41][cH:42][cH:43]6)=[O:44])[CH2:32][CH2:33][CH2:34]5)[c:15]([OH:26])[c:16]4[C:17](=[O:25])[C:18]3=[C:19]([OH:24])[C:20]2([OH:23])[C:21]1=[O:22].[CH3:52][OH:53]>>[C:1]([NH2:2])(=[O:3])[C:4]1=[C:5]([OH:51])[CH:6]([N:48]([CH3:49])[CH3:50])[CH:7]2[CH2:8][CH:9]3[CH2:10][c:11]4[c:12]([N:45]([CH3:46])[CH3:47])[cH:13][c:14]([NH:27][C:28](=[O:29])[CH:30]5[NH:31][CH2:32][CH2:33][CH2:34]5)[c:15]([OH:26])[c:16]4[C:17](=[O:25])[C:18]3=[C:19]([OH:24])[C:20]2([OH:23])[C:21]1=[O:22]. The reactants are C(=O)(C(F)(F)F)O (TFA), BrC=1C=C2CC[C@H](CC2=CC1)NC(OC(C)(C)C)=O ((R)-tert-butyl 6-bromo-1,2,3,4-tetrahydronaphthalen-2-ylcarbamate). Run in C(Cl)Cl (DCM). Reaction conditions: time 4 hour. Product: C(=C)C=1C=C2CC[C@H](CC2=CC1)NC(OC(C)(C)C)=O ((R)-tert-butyl 6-vinyl-1,2,3,4-tetrahydronaphthalen-2-ylcarbamate). Reaction SMILES: [C:1](O)([C:3](F)(F)F)=O.Br[C:9]1[CH:10]=[C:11]2[C:16](=[CH:17][CH:18]=1)[CH2:15][C@H:14]([NH:19][C:20](=[O:26])[O:21][C:22]([CH3:25])([CH3:24])[CH3:23])[CH2:13][CH2:12]2>C(Cl)Cl>[CH:1]([C:9]1[CH:10]=[C:11]2[C:16](=[CH:17][CH:18]=1)[CH2:15][C@H:14]([NH:19][C:20](=[O:26])[O:21][C:22]([CH3:25])([CH3:24])[CH3:23])[CH2:13][CH2:12]2)=[CH2:3]. Reported procedure: TFA (0.7 mL, 9.07 mmol) was added dropwise to a solution of the product from step A (620 mg, 2.27 mmol) in DCM (10 mL). After stirring at room temperature for 4 h, the reaction mixture was evaporated to dryness. NEt3 (1 mL) was added to the residue and evaporated again to give the crude product, which was directly used in the next step. Product: CC(C)(C)OC(=O)N1CCOC(c2ccccc2)C1. The reactants are CC(C)(C)OC(=O)N(CCO)CC(O)c1ccccc1, Cc1ccccc1, c1ccc(P(c2ccccc2)c2ccccc2)cc1. As a reaction SMILES: [C:1]([CH3:2])([CH3:3])([CH3:4])[O:5][C:6]([N:7]([CH2:8][CH:9]([c:10]1[cH:11][cH:12][cH:13][cH:14][cH:15]1)[OH:16])[CH2:17][CH2:18][OH:19])=[O:20].[CH3:40][c:41]1[cH:42][cH:43][cH:44][cH:45][cH:46]1.[c:21]1([P:22]([c:23]2[cH:24][cH:25][cH:26][cH:27][cH:28]2)[c:29]2[cH:30][cH:31][cH:32][cH:33][cH:34]2)[cH:35][cH:36][cH:37][cH:38][cH:39]1>>[C:1]([CH3:2])([CH3:3])([CH3:4])[O:5][C:6]([N:7]1[CH2:8][CH:9]([c:10]2[cH:11][cH:12][cH:13][cH:14][cH:15]2)[O:19][CH2:18][CH2:17]1)=[O:20]. Starting materials: C(C(=O)Cl)(=O)Cl (Oxalyl chloride), L-B-Homoproline hydrochloride, [OH-].[Na+] (Sodium hydroxide), ii, CC=1N(C(=CC1)C)C=1C=C2C(=CNC2=CC1)C(=O)[C@@H]1N(CCC1)C(=O)OCC1=CC=CC=C1 ((R)-benzyl 2-(5-(2,5-dimethyl-1H-pyrrol-1-yl)-1H-indole-3-carbonyl)pyrrolidine-1-carboxylate), C(C1=CC=CC=C1)OC(=O)N1[C@@H](CCC1)CC(=O)O ((S)-2-(1-(benzyloxycarbonyl)pyrrolidin-2-yl)acetic acid), [OH-].[Na+] (sodium hydroxide), ClC(C[C@H]1N(CCC1)C(=O)OCC1=CC=CC=C1)=O ((S)-benzyl 2-(2-chloro-2-oxoethyl)pyrrolidine-1-carboxylate), C(C1=CC=CC=C1)OC(=O)N1[C@@H](CCC1)CC(=O)O ((S)-2-(1-(benzyloxycarbonyl)pyrrolidin-2-yl)acetic acid), ClC(=O)OCC1=CC=CC=C1 (benzyl chloroformate). Reagents/catalysts: CN(C)C=O (DMF). Solvent: CCOCC (ether), ClCCl (dichloromethane). Conditions: time 2 hour. Product: CC=1N(C(=CC1)C)C=1C=C2C(=CNC2=CC1)C(C[C@H]1N(CCC1)C(=O)OCC1=CC=CC=C1)=O ((S)-benzyl 2-(2-(5-(2,5-dimethyl-1H-pyrrol-1-yl)-1H-indol-3-yl)-2-oxoethyl)pyrrolidine-1-carboxylate), solid. Isolated yield 59.0%. RXN SMILES: Cl[C:2](=[O:19])[CH2:3][C@@H:4]1[CH2:8][CH2:7][CH2:6][N:5]1[C:9]([O:11][CH2:12][C:13]1[CH:18]=[CH:17][CH:16]=[CH:15][CH:14]=1)=[O:10].C(OC(N1CCC[C@H]1CC(O)=O)=O)C1C=CC=CC=1.[OH-].[Na+].ClC(OCC1C=CC=CC=1)=O.C(Cl)(=O)C(Cl)=O.[CH3:58][C:59]1[N:60]([C:65]2[CH:66]=[C:67]3[C:71](=[CH:72][CH:73]=2)[NH:70][CH:69]=[C:68]3C([C@H]2CCCN2C(OCC2C=CC=CC=2)=O)=O)[C:61]([CH3:64])=[CH:62][CH:63]=1>CN(C=O)C.ClCCl.CCOCC>[CH3:58][C:59]1[N:60]([C:65]2[CH:66]=[C:67]3[C:71](=[CH:72][CH:73]=2)[NH:70][CH:69]=[C:68]3[C:2](=[O:19])[CH2:3][C@@H:4]2[CH2:8][CH2:7][CH2:6][N:5]2[C:9]([O:11][CH2:12][C:13]2[CH:18]=[CH:17][CH:16]=[CH:15][CH:14]=2)=[O:10])[C:61]([CH3:64])=[CH:62][CH:63]=1 |f:2.3|. Procedure details: See Example 26 for experimental details. Preparation of (S)-benzyl 2-(2-chloro-2-oxoethyl)pyrrolidine-1-carboxylate (143): i) Formation of (S)-2-(1-(benzyloxycarbonyl)pyrrolidin-2-yl)acetic acid: To a reaction vial fitted with a magnetic stirbar was added L-B-Homoproline hydrochloride (250 mg, 1.51 mmol) as an off-white solid. The vessel was closed with a septum and cap, and placed in an ice-water bath. 2 N Sodium hydroxide solution (1.45 mL) was added, and the salt dissolved to give a brown sol... The reactants are ClC1=NC=CC=C1C1=NN=C2N1C=C(C=C2)C2=CC=C(C=C2)OC (3-(2-chloropyridin-3-yl)-6-(4-methoxyphenyl)-[1,2,4]triazolo[4,3-a]pyridine), C[O-].[Na+] (sodium methoxide). The solvent is CO (methanol). Run at time 0.5 hour. Yields the product COC1=CC=C(C=C1)C=1C=CC=2N(C1)C(=NN2)C=2C(=NC=CC2)OC (6-(4-Methoxyphenyl)-3-(2-methoxypyridin-3-yl)-[1,2,4]triazolo[4,3-a]pyridine). The yield is 85.2%. Reaction SMILES: Cl[C:2]1[C:7]([C:8]2[N:12]3[CH:13]=[C:14]([C:17]4[CH:22]=[CH:21][C:20]([O:23][CH3:24])=[CH:19][CH:18]=4)[CH:15]=[CH:16][C:11]3=[N:10][N:9]=2)=[CH:6][CH:5]=[CH:4][N:3]=1.[CH3:25][O-:26].[Na+]>CO>[CH3:24][O:23][C:20]1[CH:21]=[CH:22][C:17]([C:14]2[CH:15]=[CH:16][C:11]3[N:12]([C:8]([C:7]4[C:2]([O:26][CH3:25])=[N:3][CH:4]=[CH:5][CH:6]=4)=[N:9][N:10]=3)[CH:13]=2)=[CH:18][CH:19]=1 |f:1.2|. Reported procedure: A mixture of 3-(2-chloropyridin-3-yl)-6-(4-methoxyphenyl)-[1,2,4]triazolo[4,3-a]pyridine (178 mg, 0.53 mmol) and sodium methoxide (518 mg, 9.6 mmol) in methanol (60 mL) was heated to reflux for 16 h under Argon. The reaction mixture was cooled to room temperature and concentrated. The residue was mixed with DCM (60 mL) and water (60 mL), and it was separated and the organic layer was washed with brine (50 mL×2) and concentrated. The residue was stirred at room temperature for 0.5 h in petroleum ... Starting materials: NC(=O)C1CNC1C(=O)NC(=O)OCc1ccccc1, CO, [H][H]. Product: NC(=O)C1CNC1C(N)=O. Reaction SMILES: [CH2:1]([O:2][C:3](=[O:4])[NH:11][C:12](=[O:13])[CH:14]1[NH:15][CH2:16][CH:17]1[C:18](=[O:19])[NH2:20])[c:5]1[cH:6][cH:7][cH:8][cH:9][cH:10]1.[CH3:23][OH:24].[H:21][H:22]>>[NH2:11][C:12](=[O:13])[CH:14]1[NH:15][CH2:16][CH:17]1[C:18](=[O:19])[NH2:20].